Dataset: the Open Reaction Database (ORD), a public repository of structured organic reaction records. Task: describe an organic reaction: reactants, conditions, products, and yield Reactants: ClCC(C)=O (Chloroacetone), ClC1=CC=C(C=C1)S (4-chlorothiophenol), [OH-].[Na+] (sodium hydroxide). The solvent is O (water). Run at temperature 25 celsius, time 1 hour. Product: ClC1=CC=C(C=C1)SCC(C)=O (1-[(4-chlorophenyl)thio]-2-propanone). Yield: 99084.2%. RXN SMILES: Cl[CH2:2][C:3](=[O:5])[CH3:4].[Cl:6][C:7]1[CH:12]=[CH:11][C:10]([SH:13])=[CH:9][CH:8]=1.[OH-].[Na+]>O>[Cl:6][C:7]1[CH:12]=[CH:11][C:10]([S:13][CH2:2][C:3](=[O:5])[CH3:4])=[CH:9][CH:8]=1 |f:2.3|. Procedure: Chloroacetone (32.3 g, 0.347 mol) was added to a mixture of 4-chlorothiophenol (50 g, 0.347 mmol) and sodium hydroxide (14 g, 0.347 mol) in water (400 ml) and the mixture was stirred at 25° C. for 1 hour. The mixture was extracted with ethyl ether and the organic phase was washed with water, dried with magnesium sulfate and concentrated to give 69 g (99%) of 1-[(4-chlorophenyl)thio]-2-propanone. Reactants: ClCCl, O=[Mn]=O, CNS(=O)(=O)c1ccc(CO)cc1. Yields the product CNS(=O)(=O)c1ccc(C=O)cc1. As a reaction SMILES: [Cl:14][CH2:15][Cl:16].[O:17]=[Mn:18]=[O:19].[OH:1][CH2:2][c:3]1[cH:4][cH:5][c:6]([S:9](=[O:10])(=[O:11])[NH:12][CH3:13])[cH:7][cH:8]1>>[O:1]=[CH:2][c:3]1[cH:4][cH:5][c:6]([S:9](=[O:10])(=[O:11])[NH:12][CH3:13])[cH:7][cH:8]1. The reactants are C1CCNCC1, COC(=O)c1cnc(C=O)cn1, ClCCl. Yields the product COC(=O)c1cnc(CN2CCCCC2)cn1. Reaction SMILES: [CH2:13]1[CH2:14][CH2:15][NH:16][CH2:17][CH2:18]1.[CH3:1][O:2][C:3](=[O:4])[c:5]1[n:6][cH:7][c:8]([CH:11]=[O:12])[n:9][cH:10]1.[Cl:19][CH2:20][Cl:21]>>[CH3:1][O:2][C:3](=[O:4])[c:5]1[n:6][cH:7][c:8]([CH2:11][N:16]2[CH2:15][CH2:14][CH2:13][CH2:18][CH2:17]2)[n:9][cH:10]1. Starting materials: 14(a), C1NCCN2[C@@H]1C1=C(CC3=C2N=CC=C3)C=CC=C1 ((14bR)-1,2,3,4,10,14b-hexahydropyrazino [2,1-a]pyrido[2,3-c][2]benzoazepine), BrCCN1C(C=2C(C1=O)=CC=CC2)=O (N-(2-bromoethyl)phthalimide). The product is C1(C=2C(C(N1CCN1C[C@@H]3N(C4=C(CC5=C3C=CC=C5)C=CC=N4)CC1)=O)=CC=CC2)=O ((14bR)-2-(2-Phthalimidoethyl)-1,2,3,4,10,14b-hexahydropyrazino [2,1-a]pyrido[2,3-c][2]benzoazepine). Yield: 47.0%. Reaction SMILES: [CH2:1]1[C@H:6]2[C:7]3[CH:19]=[CH:18][CH:17]=[CH:16][C:8]=3[CH2:9][C:10]3[CH:15]=[CH:14][CH:13]=[N:12][C:11]=3[N:5]2[CH2:4][CH2:3][NH:2]1.Br[CH2:21][CH2:22][N:23]1[C:27](=[O:28])[C:26]2=[CH:29][CH:30]=[CH:31][CH:32]=[C:25]2[C:24]1=[O:33]>>[C:24]1(=[O:33])[N:23]([CH2:22][CH2:21][N:2]2[CH2:3][CH2:4][N:5]3[C:11]4[N:12]=[CH:13][CH:14]=[CH:15][C:10]=4[CH2:9][C:8]4[CH:16]=[CH:17][CH:18]=[CH:19][C:7]=4[C@@H:6]3[CH2:1]2)[C:27](=[O:28])[C:26]2=[CH:29][CH:30]=[CH:31][CH:32]=[C:25]12. Reported procedure: Following a procedure similar to that described in Preparation 14(a), but using (14bR)-1,2,3,4,10,14b-hexahydropyrazino [2,1-a]pyrido[2,3-c][2]benzoazepine and N-(2-bromoethyl)phthalimide, the title compound was obtained in a yield of 47%. Starting materials: C(=O)NN1C=C(C(C2=CC=C(N=C12)C)=O)C(=O)OCC (Ethyl 1-(formylamino)-1,4-dihydro-7-methyl-4-oxo-1,8-naphthyridine-3-carboxylate), C([O-])([O-])=O.[K+].[K+] (potassium carbonate), ice water, CI (methyl iodide). Run in CN(C=O)C (dimethylformamide). Run at time 30 minute. Yields the product C(=O)CNN1C=C(C(C2=CC=C(N=C12)C)=O)C(=O)OCC (ethyl 1-(N-formylmethylamino)-1,4-dihydro-7-methyl-4-oxo-1,8-naphthyridine-3-carboxylate). Reaction SMILES: [CH:1]([NH:3][N:4]1[C:13]2[C:8](=[CH:9][CH:10]=[C:11]([CH3:14])[N:12]=2)[C:7](=[O:15])[C:6]([C:16]([O:18][CH2:19][CH3:20])=[O:17])=[CH:5]1)=O.[C:21](=O)([O-])[O-:22].[K+].[K+].CI>CN(C)C=O>[CH:21]([CH2:1][NH:3][N:4]1[C:13]2[C:8](=[CH:9][CH:10]=[C:11]([CH3:14])[N:12]=2)[C:7](=[O:15])[C:6]([C:16]([O:18][CH2:19][CH3:20])=[O:17])=[CH:5]1)=[O:22] |f:1.2.3|. Reported procedure: Ethyl 1-(formylamino)-1,4-dihydro-7-methyl-4-oxo-1,8-naphthyridine-3-carboxylate (11.8 g, 0.043 m) was added to a stirred mixture of 20.3 g (0.136 m) of anhydrous, milled potassium carbonate and 103 ml of dimethylformamide. The mixture was stirred for 30 minutes, and 20.3 ml (0.33 m) of methyl iodide was then added. The reaction mixture was stirred for five hours on a steam bath, then at room temperature overnight, and poured into 400 ml of ice-water. The solid product was collected by filtratio... Reactants: [Al+3], CC(=O)Cl, [Li]CCCC, CCOC(C)=O, COC(=O)c1ccc2[nH]ccc2c1, [Cl-], [Cl-], [Cl-], [Cl-], ClCCl, [Na+], C1CCOC1. The product is COC(=O)c1ccc2[nH]cc(C(C)=O)c2c1. Reaction SMILES: [Al+3:24].[C:19]([CH3:20])(=[O:21])[Cl:22].[CH2:1]([Li:2])[CH2:3][CH2:4][CH3:5].[CH3:37][CH2:38][O:39][C:40](=[O:41])[CH3:42].[CH3:6][O:7][C:8](=[O:9])[c:10]1[cH:11][c:12]2[cH:13][cH:14][nH:15][c:16]2[cH:17][cH:18]1.[Cl-:23].[Cl-:25].[Cl-:26].[Cl-:27].[Cl:29][CH2:30][Cl:31].[Na+:28].[O:32]1[CH2:33][CH2:34][CH2:35][CH2:36]1>>[CH3:6][O:7][C:8](=[O:9])[c:10]1[cH:11][c:12]2[c:13]([C:19]([CH3:20])=[O:21])[cH:14][nH:15][c:16]2[cH:17][cH:18]1. The reactants are CON(C)C(=O)c1[nH]c2c(Cl)cccc2c1NC(C)=O, CCOCC, C1CCOC1, [Li]c1ccccc1. RXN SMILES: [C:1]([CH3:2])(=[O:3])[NH:4][c:5]1[c:6]([C:15](=[O:16])[N:17]([O:18][CH3:19])[CH3:20])[nH:7][c:8]2[c:9]([Cl:14])[cH:10][cH:11][cH:12][c:13]12.[CH2:33]([O:34][CH2:35][CH3:36])[CH3:37].[O:28]1[CH2:29][CH2:30][CH2:31][CH2:32]1.[c:21]1([Li:27])[cH:22][cH:23][cH:24][cH:25][cH:26]1>>[C:1]([CH3:2])(=[O:3])[NH:4][c:5]1[c:6]([C:15](=[O:16])[c:21]2[cH:22][cH:23][cH:24][cH:25][cH:26]2)[nH:7][c:8]2[c:9]([Cl:14])[cH:10][cH:11][cH:12][c:13]12. Product: CC(=O)Nc1c(C(=O)c2ccccc2)[nH]c2c(Cl)cccc12. Reactants: C(C)OC(=O)C1C(C1C=C(Br)Br)(C)C (2,2-dimethyl-3-(2,2-dibromovinyl)-cyclopropane-1-carboxylic acid ethylester), [OH-].[Na+] (sodium hydroxide), [OH-].[Na+] (sodium hydroxide), tricaprylmethyl ammonium chloride, three 4-g. Conditions: temperature 20 celsius, time 240 minute. The product is CC1(C(C1C=C(Br)Br)C(=O)O)C (2,2-dimethyl-3-(2,2-dibromovinyl)-cyclopropanecarboxylic acid). The yield is 92.0%. As a reaction SMILES: C([O:3][C:4]([CH:6]1[CH:8]([CH:9]=[C:10]([Br:12])[Br:11])[C:7]1([CH3:14])[CH3:13])=[O:5])C.[OH-].[Na+]>>[CH3:13][C:7]1([CH3:14])[CH:8]([CH:9]=[C:10]([Br:12])[Br:11])[CH:6]1[C:4]([OH:5])=[O:3] |f:1.2|. Procedure details: 36.2 g. of 2,2-dimethyl-3-(2,2-dibromovinyl)-cyclopropane-1-carboxylic acid ethylester (purity: 90%, cis) trans ratio: 45:65/, 4 g. of a 25% aqueous sodium hydroxide solution and 0.2 g. of tricaprylmethyl ammonium chloride are stirred at 100° C. for 30 minutes, whereupon three 4-g. portions of the sodium hydroxide solution are added in 30 minutes intervals and stirring is continued for altogether 240 minutes. The mixture is cooled to 20° C., diluted with 100 ml. of water and extracted with 10 ml...